Dataset: the Open Reaction Database (ORD), a public repository of structured organic reaction records. Task: describe an organic reaction: reactants, conditions, products, and yield Starting materials: [N+](=O)(O)[O-] (nitric acid), BrC=1C=C2CCC(C2=CC1)=O (5-bromoindan-1-one). The solvent is ice. Reaction conditions: time 30 minute. Product: BrC=1C=C2CCC(C2=CC1[N+](=O)[O-])=O (5-bromo-6-nitroindan-1-one). Reaction SMILES: [N+:1]([O-:4])(O)=[O:2].[Br:5][C:6]1[CH:7]=[C:8]2[C:12](=[CH:13][CH:14]=1)[C:11](=[O:15])[CH2:10][CH2:9]2>>[Br:5][C:6]1[CH:7]=[C:8]2[C:12](=[CH:13][C:14]=1[N+:1]([O-:4])=[O:2])[C:11](=[O:15])[CH2:10][CH2:9]2. Procedure details: Fuming nitric acid (166 ml) is cooled to −15° C., and 5-bromoindan-1-one (25 g, 0.118 mol) is then added portionwise. After stirring for 4 hours 30 minutes at between −10° C. and −15° C., the reaction mass is poured into ice-cold water (1600 ml). Reactants: C=C(C)n1c(OCCCCCBr)nc2ccccc21, CC(C)(C)O, [K+], O=[Mn](=O)(=O)[O-], [Na+], [OH-]. Yields the product BrCCCCCOc1nc2ccccc2[nH]1. RXN SMILES: [Br:1][CH2:2][CH2:3][CH2:4][CH2:5][CH2:6][O:7][c:8]1[n:9][c:10]2[c:11]([n:12]1[C:13]([CH3:14])=[CH2:15])[cH:16][cH:17][cH:18][cH:19]2.[C:28]([OH:29])([CH3:30])([CH3:31])[CH3:32].[K+:25].[Mn:20]([O-:21])(=[O:22])(=[O:23])=[O:24].[Na+:27].[OH-:26]>>[Br:1][CH2:2][CH2:3][CH2:4][CH2:5][CH2:6][O:7][c:8]1[n:9][c:10]2[c:11]([nH:12]1)[cH:16][cH:17][cH:18][cH:19]2. Starting materials: ClCCCSCc1ccccc1, CC(=O)O, O, OO. Product: O=S(CCCCl)Cc1ccccc1. Reaction SMILES: [CH2:1]([c:2]1[cH:3][cH:4][cH:5][cH:6][cH:7]1)[S:8][CH2:9][CH2:10][CH2:11][Cl:12].[CH3:15][C:16](=[O:17])[OH:18].[OH2:19].[OH:13][OH:14]>>[CH2:1]([c:2]1[cH:3][cH:4][cH:5][cH:6][cH:7]1)[S:8]([CH2:9][CH2:10][CH2:11][Cl:12])=[O:13]. Reactants: CC1c2c(ncnc2Oc2ccc3[nH]ccc3c2)CN1C(=O)OC(C)(C)C, C1CCOC1, [Cl-], [H-], O=C=Nc1cccc(C(F)(F)F)c1, [NH4+], [Na+], O. Product: CC1c2c(ncnc2Oc2ccc3c(ccn3C(=O)Nc3cccc(C(F)(F)F)c3)c2)CN1C(=O)OC(C)(C)C. Reaction SMILES: [C:1]([CH3:2])([CH3:3])([CH3:4])[O:5][C:6](=[O:7])[N:8]1[CH2:9][c:10]2[n:11][cH:12][n:13][c:14]([O:18][c:19]3[cH:20][c:21]4[cH:22][cH:23][nH:24][c:25]4[cH:26][cH:27]3)[c:15]2[CH:16]1[CH3:17].[CH2:45]1[O:46][CH2:47][CH2:48][CH2:49]1.[Cl-:43].[H-:28].[N:30](=[C:31]=[O:32])[c:33]1[cH:34][c:35]([C:39]([F:40])([F:41])[F:42])[cH:36][cH:37][cH:38]1.[NH4+:44].[Na+:29].[OH2:50]>>[C:1]([CH3:2])([CH3:3])([CH3:4])[O:5][C:6](=[O:7])[N:8]1[CH2:9][c:10]2[n:11][cH:12][n:13][c:14]([O:18][c:19]3[cH:20][c:21]4[cH:22][cH:23][n:24]([C:31]([NH:30][c:33]5[cH:34][c:35]([C:39]([F:40])([F:41])[F:42])[cH:36][cH:37][cH:38]5)=[O:32])[c:25]4[cH:26][cH:27]3)[c:15]2[CH:16]1[CH3:17].